This data is from the Open Reaction Database (ORD), a public repository of structured organic reaction records. The task is: describe an organic reaction: reactants, conditions, products, and yield Product: O=C[C@H](O)[C@@H](O)[C@H](O)[C@H](O)CO (Glucose). Procedure details: Portions of tissues (200-300 mg) were weighed and homogenized in 500 μl ice-cold 0.5 M perchloric acid using 6 mm ceramic beads on a tissue lyzer. Homogenates were centrifuged (10 min at 10,000), and resultant supernatants were neutralized (pH ˜7.4) with 5 M KOH plus 0.5 M triethanolamine hydrochloride with the help of pH paper and centrifuged (10 min at 10,000 g). Most of the procedures were performed at room temperature unlike suggested in the paper. A portion (200 μl) of the neutralized extra... Run in ice. RXN SMILES: [OH-:1].[K+].Cl.N([CH2:11][CH2:12][OH:13])(CCO)CCO>>[O:1]=[CH:11][C@@H:12]([C@H:11]([C@@H:12]([C@@H:11]([CH2:12][OH:13])[OH:1])[OH:13])[OH:1])[OH:13] |f:0.1,2.3|. Starting materials: [OH-].[K+] (KOH), Cl.N(CCO)(CCO)CCO (triethanolamine hydrochloride). The reactants are [Se](=O)=O (Selenium dioxide), C1(CC1)N1C(=NC2=C1C=CC=C2)C (1-cyclopropyl-2-methylbenzimidazole). Run in O1CCOCC1 (dioxane). Yields the product C1(CC1)N1C(=NC2=C1C=CC=C2)C=O (1-cyclopropylbenzimidazole-2-carboxaldehyde). Isolated yield 57.6%. RXN SMILES: [Se](=O)=[O:2].[CH:4]1([N:7]2[C:11]3[CH:12]=[CH:13][CH:14]=[CH:15][C:10]=3[N:9]=[C:8]2[CH3:16])[CH2:6][CH2:5]1>O1CCOCC1>[CH:4]1([N:7]2[C:11]3[CH:12]=[CH:13][CH:14]=[CH:15][C:10]=3[N:9]=[C:8]2[CH:16]=[O:2])[CH2:6][CH2:5]1. Procedure details: Selenium dioxide (1.2 g, 0.011 mole) was added to 60 ml of dioxane containing 1.87 g .(0.011 mole) of 1-cyclopropyl-2-methylbenzimidazole and the reaction heated to reflux for 2.5 hours. The reaction was filtered and the filtrate concentrated to a dark oil, 3.0 g. Chromatographing of the residue on silica gel gave 1.18 g of the desired compound.